Dataset: the Open Reaction Database (ORD), a public repository of structured organic reaction records. Task: describe an organic reaction: reactants, conditions, products, and yield The reactants are CC(C)(C)c1ccccc1Oc1sccc1[N+](=O)[O-], CC(C)(C)c1ccccc1O, CN1CCCC1=O, O=[N+]([O-])c1ccsc1Cl, [K+], [K+], O=C([O-])[O-]. Yields the product CC(C)(C)c1ccccc1Oc1sccc1N. As a reaction SMILES: [C:1]([CH3:2])([CH3:3])([CH3:4])[c:5]1[c:6]([O:7][c:8]2[s:9][cH:10][cH:11][c:12]2[N+:13]([O-:14])=[O:15])[cH:16][cH:17][cH:18][cH:19]1.[C:29]([c:30]1[cH:31][cH:32][cH:33][cH:34][c:35]1[OH:36])([CH3:37])([CH3:38])[CH3:39].[CH3:46][N:47]1[CH2:48][CH2:49][CH2:50][C:51]1=[O:52].[Cl:20][c:21]1[s:22][cH:23][cH:24][c:25]1[N+:26]([O-:27])=[O:28].[K+:40].[K+:41].[O-:42][C:43]([O-:44])=[O:45]>>[C:1]([CH3:2])([CH3:3])([CH3:4])[c:5]1[c:6]([O:7][c:8]2[s:9][cH:10][cH:11][c:12]2[NH2:13])[cH:16][cH:17][cH:18][cH:19]1.